This data is from the Open Reaction Database (ORD), a public repository of structured organic reaction records. The task is: describe an organic reaction: reactants, conditions, products, and yield Starting materials: O=C(Cl)c1ccccc1, CCO, O=[N+]([O-])c1cnc(N2CCN3CCC2CC3)nc1, Nc1cnc(N2CCN3CCC2CC3)nc1, [Pd]. The product is Cl, O=C(Nc1cnc(N2CCN3CCC2CC3)nc1)c1ccccc1. RXN SMILES: [C:35]([c:36]1[cH:37][cH:38][cH:39][cH:40][cH:41]1)(=[O:42])[Cl:43].[CH3:45][CH2:46][OH:47].[N+:1]([O-:2])(=[O:3])[c:4]1[cH:5][n:6][c:7]([N:10]2[CH2:11][CH2:12][N:13]3[CH2:14][CH2:15][CH:16]2[CH2:17][CH2:18]3)[n:8][cH:9]1.[N:19]12[CH2:20][CH2:21][CH:22]([CH2:23][CH2:24]1)[N:25]([c:26]1[n:27][cH:28][c:29]([NH2:30])[cH:31][n:32]1)[CH2:33][CH2:34]2.[Pd:44]>>[ClH:43].[NH:1]([c:4]1[cH:5][n:6][c:7]([N:10]2[CH2:11][CH2:12][N:13]3[CH2:14][CH2:15][CH:16]2[CH2:17][CH2:18]3)[n:8][cH:9]1)[C:35]([c:36]1[cH:37][cH:38][cH:39][cH:40][cH:41]1)=[O:42]. The reactants are [C-]#N.[K+] (KCN), [C-]#N.[Na+] (NaCN), C1COCCOCCOCCOCCOCCO1 (18-crown-6), BrC[C@H]1CCC(N1C)=O ((5R)-5-(bromomethyl)-1-methylpyrrolidin-2-one). Solvent: CC#N (CH3CN). The product is CN1[C@H](CCC1=O)CC#N (2-((2R)-1-methyl-5-oxopyrrolidin-2-yl)ethanenitrile). As a reaction SMILES: [C-:1]#[N:2].[K+].[C-]#N.[Na+].C1OCCOCCOCCOCCOCCOC1.Br[CH2:26][C@@H:27]1[N:31]([CH3:32])[C:30](=[O:33])[CH2:29][CH2:28]1>CC#N>[CH3:32][N:31]1[C:30](=[O:33])[CH2:29][CH2:28][C@@H:27]1[CH2:26][C:1]#[N:2] |f:0.1,2.3|. Procedure: KCN (1.26 g, 25.7 mmols), NaCN (2.78 mg, 42.7 mmols) and 18-crown-6 (793 mg, 3 mmols) were added to a CH3CN (60 ml) solution of the (5R)-5-(bromomethyl)-1-methylpyrrolidin-2-one (2.67 g, 13.9 mmols), and the mixture was heated for 44 hours under reflux. The inorganic matter was filtered off, and the filtrate was diluted with AcOEt (50 ml). The dilution was washed with a saturated aqueous solution (30 ml) of NaCl, and dried over MgSO4. The solvent was distilled off under reduced pressure, and the...